From a dataset of the Open Reaction Database (ORD), a public repository of structured organic reaction records. describe an organic reaction: reactants, conditions, products, and yield Reactants: CS(=O)(=O)N1CCC(=CC1)C=1C=C2C(=CN1)OC1(CC3(CCNCC3)C1)C2 (5-(1-methanesulfonyl-1,2,3,6-tetrahydro-pyridin-4-yl)-dispiro[2,3-dihydrofuro[2,3-c]pyridine-2,1′-cyclobutane-3′,4″-piperidine]), FC([C@H](C)OC(OC1=CC=C(C=C1)[N+](=O)[O-])=O)(F)F ((S)-carbonic acid 4-nitro-phenyl ester 2,2,2-trifluoro-1-methyl-ethyl ester). Yields the product FC([C@@H](OC(=O)N1CCC2(CC1)CC1(C2)CC=2C(=CN=C(C2)C=2CCN(CC2)S(=O)(=O)C)O1)C)(F)F (1″-[(S)-2,2,2-Trifluoro-1-methyl-ethyloxycarbonyl]-5-(1-methanesulfonyl-1,2,3,6-tetrahydro-pyridin-4-yl)-dispiro[2,3-dihydrofuro[2,3-c]pyridine-2,1′-cyclobutane-3′,4″-piperidine]). RXN SMILES: [CH3:1][S:2]([N:5]1[CH2:10][CH:9]=[C:8]([C:11]2[CH:12]=[C:13]3[CH2:27][C:18]4([CH2:26][C:20]5([CH2:25][CH2:24][NH:23][CH2:22][CH2:21]5)[CH2:19]4)[O:17][C:14]3=[CH:15][N:16]=2)[CH2:7][CH2:6]1)(=[O:4])=[O:3].[F:28][C:29]([F:46])([F:45])[C@@H:30]([O:32][C:33](=O)[O:34]C1C=CC([N+]([O-])=O)=CC=1)[CH3:31]>>[F:28][C:29]([F:46])([F:45])[C@H:30]([CH3:31])[O:32][C:33]([N:23]1[CH2:22][CH2:21][C:20]2([CH2:19][C:18]3([O:17][C:14]4=[CH:15][N:16]=[C:11]([C:8]5[CH2:9][CH2:10][N:5]([S:2]([CH3:1])(=[O:4])=[O:3])[CH2:6][CH:7]=5)[CH:12]=[C:13]4[CH2:27]3)[CH2:26]2)[CH2:25][CH2:24]1)=[O:34]. Procedure details: The title compound is prepared from 5-(1-methanesulfonyl-1,2,3,6-tetrahydro-pyridin-4-yl)-dispiro[2,3-dihydrofuro[2,3-c]pyridine-2,1′-cyclobutane-3′,4″-piperidine] (HCl salt) and (S)-carbonic acid 4-nitro-phenyl ester 2,2,2-trifluoro-1-methyl-ethyl ester following a procedure analogous to that described for Example 12. LC (method 3): tR=0.95 min; Mass spectrum (ESI+): m/z=530 [M+H]+. Starting materials: C(CCCCCCCCCCCCCCCCC)N(O)CCCCCCCCCCCCCCCCCC (N,N-dioctadecylhydroxylamine), C(CCCCCCCCCCCCCCCCC)N(O)CCCCCCCCCCCCCCCCCC (N,N-dioctadecylhydroxylamine), C(C=C)Br (allyl bromide), C([O-])([O-])=O.[Na+].[Na+] (sodium carbonate). Solvent: C(C)O (ethanol), C(Cl)(Cl)Cl (chloroform). Yields the product C(C=C)ON(CCCCCCCCCCCCCCCCCC)CCCCCCCCCCCCCCCCCC (O-Allyl-N,N-dioctadecylhydroxylamine). The yield is 35.9%. Reaction SMILES: [CH2:1]([N:19]([CH2:21][CH2:22][CH2:23][CH2:24][CH2:25][CH2:26][CH2:27][CH2:28][CH2:29][CH2:30][CH2:31][CH2:32][CH2:33][CH2:34][CH2:35][CH2:36][CH2:37][CH3:38])[OH:20])[CH2:2][CH2:3][CH2:4][CH2:5][CH2:6][CH2:7][CH2:8][CH2:9][CH2:10][CH2:11][CH2:12][CH2:13][CH2:14][CH2:15][CH2:16][CH2:17][CH3:18].[CH2:39](Br)[CH:40]=[CH2:41].C(=O)([O-])[O-].[Na+].[Na+]>C(O)C.C(Cl)(Cl)Cl>[CH2:41]([O:20][N:19]([CH2:1][CH2:2][CH2:3][CH2:4][CH2:5][CH2:6][CH2:7][CH2:8][CH2:9][CH2:10][CH2:11][CH2:12][CH2:13][CH2:14][CH2:15][CH2:16][CH2:17][CH3:18])[CH2:21][CH2:22][CH2:23][CH2:24][CH2:25][CH2:26][CH2:27][CH2:28][CH2:29][CH2:30][CH2:31][CH2:32][CH2:33][CH2:34][CH2:35][CH2:36][CH2:37][CH3:38])[CH:40]=[CH2:39] |f:2.3.4|. Procedure details: A mixture of 42.4 g (80 mmol) of N,N-dioctadecylhydroxylamine, 13 ml (150 mmol) of allyl bromide and 17.0 g (160 mmol) of sodium carbonate in 450 ml of ethanol is heated under reflux at approximately 80° to 85° C. The reaction is considered complete after 14 hours upon complete disappearance of the N,N-dioctadecylhydroxylamine as indicated by TLC analysis (silica gel, chloroform solvent). The reaction mixture is concentrated under reduced pressure and the resultant residue is triturated with 500... Reactants: C(C)C1=C(C=CC=C1)O (2-ethylphenol), C(C1=CC=CC=C1)Cl (benzyl chloride), [OH-].[K+] (KOH), Cl (hydrochloric acid). Solvent: CN(C)C=O (DMF), C1(=CC=CC=C1)C (toluene). Reaction conditions: time 3 hour. Product: C(C1=CC=CC=C1)OC1=C(C=CC=C1)CC (1-benzyloxy-2-ethylbenzene). Reaction SMILES: [CH2:1]([C:3]1[CH:8]=[CH:7][CH:6]=[CH:5][C:4]=1[OH:9])[CH3:2].[CH2:10](Cl)[C:11]1[CH:16]=[CH:15][CH:14]=[CH:13][CH:12]=1.[OH-].[K+].Cl>C1(C)C=CC=CC=1.CN(C=O)C>[CH2:10]([O:9][C:4]1[CH:5]=[CH:6][CH:7]=[CH:8][C:3]=1[CH2:1][CH3:2])[C:11]1[CH:16]=[CH:15][CH:14]=[CH:13][CH:12]=1 |f:2.3|. Procedure details: To a reactor were charged 8.77 g (71 mmol) of 2-ethylphenol, 10.00 g (79 mmol) of benzyl chloride, 8.06 g (144 mmol) of KOH, and 30 g of DMF, and the mixture was stirred at 65° C. to 85° C. for 3 hours. To this mixture, 55 g of hydrochloric acid and 50 g of toluene were added, the organic layer was washed with water, and the solvent was evaporated. The residue was purified by column chromatography (n-hexane) to yield the desired product, 1-benzyloxy-2-ethylbenzene, as colorless liquid (9.23 g, Y...